From a dataset of the Open Reaction Database (ORD), a public repository of structured organic reaction records. describe an organic reaction: reactants, conditions, products, and yield As a reaction SMILES: [CH3:1][O:2][C:3]1[CH:11]=[C:10]([S:12]([Cl:15])(=[O:14])=[O:13])[CH:9]=[CH:8][C:4]=1[C:5](O)=O.[CH3:16][NH2:17].[NH2:18][C:19]1[C:24]([NH2:25])=[CH:23][N:22]=[CH:21][N:20]=1.Cl>>[ClH:15].[CH3:1][O:2][C:3]1[CH:11]=[C:10]([S:12]([NH:17][CH3:16])(=[O:14])=[O:13])[CH:9]=[CH:8][C:4]=1[C:5]1[NH:25][C:24]2[C:19](=[N:20][CH:21]=[N:22][CH:23]=2)[N:18]=1 |f:4.5|. Reactants: COC1=C(C(=O)O)C=CC(=C1)S(=O)(=O)Cl (2-methoxy-4-chlorosulfonyl-benzoic acid), CN (methylamine), NC1=NC=NC=C1N (4,5-diamino-pyrimidine), Cl (hydrochloride), Cl (hydrochloride). The product is Cl.COC1=C(C=CC(=C1)S(=O)(=O)NC)C1=NC2=NC=NC=C2N1 (8-(2'-Methoxy-4'-methylaminosulfonyl-phenyl)-purine hydrochloride). Reported procedure: Prepared analogously to Example 50 from 2-methoxy-4-chlorosulfonyl-benzoic acid, aqueous methylamine solution, and 4,5-diamino-pyrimidine. The crude free base was converted into the hydrochloride with 2N hydrochloride acid, and the hydrochloride was purified by boiling with methanol. The reactants are [Br-], [Mg+]C1CC1, O=Cc1ccccc1Cl, Cl, C1CCOC1, O. Yields the product OC(c1ccccc1Cl)C1CC1. Reaction SMILES: [Br-:10].[CH:11]1([Mg+:14])[CH2:12][CH2:13]1.[Cl:1][c:2]1[c:3]([CH:4]=[O:5])[cH:6][cH:7][cH:8][cH:9]1.[ClH:16].[O:17]1[CH2:18][CH2:19][CH2:20][CH2:21]1.[OH2:15]>>[Cl:1][c:2]1[c:3]([CH:4]([OH:5])[CH:11]2[CH2:12][CH2:13]2)[cH:6][cH:7][cH:8][cH:9]1. Reactants: OC1=C(C=C(C(=O)NN2C(=NC=C2)C)C=C1C(C)(C)C)C(C)(C)C (1-(4-hydroxy-3,5-di-tert.-butylbenzoylamino)-2-methyl-1H-imidazole), Cl (hydrochloric acid). Run in O1CCCC1 (tetrahydrofuran), C1(=CC=CC=C1)C (toluene). Yields the product OC1=C(C=C(CNN2C(=NC=C2)C)C=C1C(C)(C)C)C(C)(C)C (1-(4-hydroxy-3,5-di-tert.-butylbenzylamino)-2-methylimidazole). As a reaction SMILES: [OH:1][C:2]1[C:16]([C:17]([CH3:20])([CH3:19])[CH3:18])=[CH:15][C:5]([C:6]([NH:8][N:9]2[CH:13]=[CH:12][N:11]=[C:10]2[CH3:14])=O)=[CH:4][C:3]=1[C:21]([CH3:24])([CH3:23])[CH3:22].Cl>O1CCCC1.C1(C)C=CC=CC=1>[OH:1][C:2]1[C:16]([C:17]([CH3:19])([CH3:18])[CH3:20])=[CH:15][C:5]([CH2:6][NH:8][N:9]2[CH:13]=[CH:12][N:11]=[C:10]2[CH3:14])=[CH:4][C:3]=1[C:21]([CH3:24])([CH3:23])[CH3:22]. Procedure details: A suspension of 200 mg of 1-(4-hydroxy-3,5-di-tert.-butylbenzoylamino)-2-methyl-1H-imidazole in 10 ml of anhydrous tetrahydrofuran is treated under an inert gas with 1.2 ml of a 2N borane-dimethyl sulfide complex solution in toluene. The mixture is then heated at reflux for 4 hours, left to cool to 0°, treated with methanolic hydrochloric acid (5 ml of methanol and 0.5 ml of conc. HCl), and again heated at reflux for 1 hour and evaporated in a vacuum. The residue is taken up in 4 ml of water and...